This data is from the Open Reaction Database (ORD), a public repository of structured organic reaction records. The task is: describe an organic reaction: reactants, conditions, products, and yield Starting materials: C(C)(C)(C)OC(=O)NCC(=O)NCCC(=O)OC=1C=CC2=C([C@H](CCC3=C2C(=C(C(=C3)OC)OC)OC)NC(C)=O)C1 ((5S)-5-(acetylamino)-9,10,11-trimethoxy-6,7-dihydro-5H-dibenzo[a,c]cyclohepten-3-yl 3-[(2-tertbutoxycarbonylaminoacetyl)amino]propanoate), solution, Cl (hydrogen chloride). The solvent is ClCCl (dichloromethane), CCOCC (ether). Run at time 1 hour. The product is NCC(=O)NCCC(=O)OC=1C=CC2=C([C@H](CCC3=C2C(=C(C(=C3)OC)OC)OC)NC(C)=O)C1 ((5S)-5-(acetylamino)-9,10,11-trimethoxy-6,7-dihydro-5H-dibenzo[a,c]cyclohepten-3-yl 3-[(2-aminoacetyl)amino]propanoate). Isolated yield 98.0%. Reaction SMILES: C(OC([NH:8][CH2:9][C:10]([NH:12][CH2:13][CH2:14][C:15]([O:17][C:18]1[CH:19]=[CH:20][C:21]2[C:27]3[C:28]([O:36][CH3:37])=[C:29]([O:34][CH3:35])[C:30]([O:32][CH3:33])=[CH:31][C:26]=3[CH2:25][CH2:24][C@H:23]([NH:38][C:39](=[O:41])[CH3:40])[C:22]=2[CH:42]=1)=[O:16])=[O:11])=O)(C)(C)C.Cl>ClCCl.CCOCC>[NH2:8][CH2:9][C:10]([NH:12][CH2:13][CH2:14][C:15]([O:17][C:18]1[CH:19]=[CH:20][C:21]2[C:27]3[C:28]([O:36][CH3:37])=[C:29]([O:34][CH3:35])[C:30]([O:32][CH3:33])=[CH:31][C:26]=3[CH2:25][CH2:24][C@H:23]([NH:38][C:39](=[O:41])[CH3:40])[C:22]=2[CH:42]=1)=[O:16])=[O:11]. Procedure: A solution of (5S)-5-(acetylamino)-9,10,11-trimethoxy-6,7-dihydro-5H-dibenzo[a,c]cyclohepten-3-yl 3-[(2-tertbutoxycarbonylaminoacetyl)amino]propanoate (4) (0.36 g; 0.61 mmol) in dichloromethane (5 ml) was treated with a 4.8M solution of hydrogen chloride in ether (1 ml). The mixture was stirred at ambient temperature for 1 hour. After dilution with ether, the resulting precipitate was filtered, washed with ether and dried to give (5S)-5-(acetylamino)-9,10,11-trimethoxy-6,7-dihydro-5H-dibenzo[a,c... The reactants are CCOP(=O)(Cc1cccc(Br)c1CC)OCC, [H-], [Na+], CC(C)(C)OC(=O)N1CCC(=O)CC1, C1CCOC1, O. The product is CCc1c(Br)cccc1C=C1CCN(C(=O)OC(C)(C)C)CC1. Reaction SMILES: [Br:3][c:4]1[c:5]([CH2:19][CH3:20])[c:6]([CH2:10][P:11](=[O:12])([O:13][CH2:14][CH3:15])[O:16][CH2:17][CH3:18])[cH:7][cH:8][cH:9]1.[H-:2].[Na+:1].[O:21]=[C:22]1[CH2:23][CH2:24][N:25]([C:28](=[O:29])[O:30][C:31]([CH3:32])([CH3:33])[CH3:34])[CH2:26][CH2:27]1.[O:36]1[CH2:37][CH2:38][CH2:39][CH2:40]1.[OH2:35]>>[Br:3][c:4]1[c:5]([CH2:19][CH3:20])[c:6]([CH:10]=[C:22]2[CH2:23][CH2:24][N:25]([C:28](=[O:29])[O:30][C:31]([CH3:32])([CH3:33])[CH3:34])[CH2:26][CH2:27]2)[cH:7][cH:8][cH:9]1. Reactants: COC(=O)Nc1nc2c(OC)cccc2s1, CC(=O)O, O=[N+]([O-])O. Yields the product COC(=O)Nc1nc2c(OC)ccc([N+](=O)[O-])c2s1. RXN SMILES: [CH3:1][O:2][C:3]([NH:4][c:5]1[s:6][c:7]2[c:8]([n:9]1)[c:10]([O:14][CH3:15])[cH:11][cH:12][cH:13]2)=[O:16].[CH3:21][C:22](=[O:23])[OH:24].[OH:17][N+:18]([O-:19])=[O:20]>>[CH3:1][O:2][C:3]([NH:4][c:5]1[s:6][c:7]2[c:8]([n:9]1)[c:10]([O:14][CH3:15])[cH:11][cH:12][c:13]2[N+:18](=[O:17])[O-:19])=[O:16].